This data is from the Open Reaction Database (ORD), a public repository of structured organic reaction records. The task is: describe an organic reaction: reactants, conditions, products, and yield Reactants: FC1=C(C=CC(=C1)C(C)C1=NOC(=C1)NC(=S)N)C1=CC=CC=C1 (3-[1-(2-Fluoro-biphenyl-4-yl)-ethyl]-isoxazol-5-yl-thiourea), O (Water), CI (methyl iodide), C([O-])([O-])=O.[K+].[K+] (potassium carbonate). Run in CN(C=O)C (N,N-dimethylformamide). Yields the product FC1=C(C=CC(=C1)C(C)C1=NOC(=C1)NC(SC)=N)C1=CC=CC=C1 (1-{3-[1-(2-Fluoro-biphenyl-4-yl)-ethyl]-isoxazol-5-yl}-2-methyl-isothiourea). As a reaction SMILES: [F:1][C:2]1[CH:7]=[C:6]([CH:8]([C:10]2[CH:14]=[C:13]([NH:15][C:16]([NH2:18])=[S:17])[O:12][N:11]=2)[CH3:9])[CH:5]=[CH:4][C:3]=1[C:19]1[CH:24]=[CH:23][CH:22]=[CH:21][CH:20]=1.CI.[C:27](=O)([O-])[O-].[K+].[K+].O>CN(C)C=O>[F:1][C:2]1[CH:7]=[C:6]([CH:8]([C:10]2[CH:14]=[C:13]([NH:15][C:16](=[NH:18])[S:17][CH3:27])[O:12][N:11]=2)[CH3:9])[CH:5]=[CH:4][C:3]=1[C:19]1[CH:24]=[CH:23][CH:22]=[CH:21][CH:20]=1 |f:2.3.4|. Procedure details: 3-[1-(2-Fluoro-biphenyl-4-yl)-ethyl]-isoxazol-5-yl-thiourea (Japanese Patent Unexamined Publication No. 63-152368) (3.03 g) was dissolved in N,N-dimethylformamide (90 ml), followed by adding thereto methyl iodide (1.51 g) and potassium carbonate (0.86 g), and the resulting mixture was stirred at 40° C. for 2 hours. Water was added to the reaction mixture, followed by extraction with ethyl acetate, and the extract solution was washed with water and dried. The solvent was distilled off under reduc... Reactants: C=CCBr, ClCCl, Cl, COC(=O)C(N)c1ccc(Cl)cc1. Product: C=CCNC(C(=O)OC)c1ccc(Cl)cc1. As a reaction SMILES: [Br:15][CH2:16][CH:17]=[CH2:18].[Cl:19][CH2:20][Cl:21].[ClH:1].[NH2:2][CH:3]([C:4](=[O:5])[O:6][CH3:7])[c:8]1[cH:9][cH:10][c:11]([Cl:14])[cH:12][cH:13]1>>[NH:2]([CH:3]([C:4](=[O:5])[O:6][CH3:7])[c:8]1[cH:9][cH:10][c:11]([Cl:14])[cH:12][cH:13]1)[CH2:18][CH:17]=[CH2:16]. Starting materials: [N+](=O)([O-])C1=C(C(=O)C(C(=O)OC(C)(C)C)C(C)=O)C=CC(=C1)C(F)(F)F (t-butyl 2-(2-nitro-4-trifluoromethylbenzoyl)-3-oxobutanoate), C1(=CC=C(C=C1)S(=O)(=O)O)C (4-toluenesulphonic acid). Product: [N+](=O)([O-])C1=C(C=CC(=C1)C(F)(F)F)C(CC(C)=O)=O (1-(2-nitro-4-trifluoromethylphenyl)-butan-1,3-dione). Yield: 68.9%. As a reaction SMILES: [N+:1]([C:4]1[CH:22]=[C:21]([C:23]([F:26])([F:25])[F:24])[CH:20]=[CH:19][C:5]=1[C:6]([CH:8]([C:16](=[O:18])[CH3:17])C(OC(C)(C)C)=O)=[O:7])([O-:3])=[O:2].C1(C)C=CC(S(O)(=O)=O)=CC=1>>[N+:1]([C:4]1[CH:22]=[C:21]([C:23]([F:24])([F:25])[F:26])[CH:20]=[CH:19][C:5]=1[C:6](=[O:7])[CH2:8][C:16](=[O:18])[CH3:17])([O-:3])=[O:2]. Reported procedure: A mixture of crude t-butyl 2-(2-nitro-4-trifluoromethylbenzoyl)-3-oxobutanoate (9.1 g) and 4-toluenesulphonic acid (0.1 g) in dry, toluene (100 ml) was stirred and heated at reflux for 3 hours. The cooled mixture was extracted with aqueous sodium hydroxide solution (2M, 2×50 ml) and water (2×50 ml). The combined aqueous extracts were acidified to pH 1 and extracted with ether (3×100 ml). The combined organic layers were washed with water (50 ml), dried (anhydrous sodium sulphate) and filtered. T...